Dataset: the Open Reaction Database (ORD), a public repository of structured organic reaction records. Task: describe an organic reaction: reactants, conditions, products, and yield Starting materials: O (Water), CC1(OB(OC1(C)C)C1=CC=C(OCCO)C=C1)C (2-[4-(4,4,5,5-tetramethyl-1,3,2-dioxaborolan-2-yl)phenoxy]ethanol), C(C)C1=C(C(=O)O)C=CC(=C1C)Br (ethyl 4-bromo-3-methyl-benzoic acid), P(=O)([O-])([O-])[O-].[K+].[K+].[K+] (tripotassium phosphate), O1CCOCC1 (1,4-dioxane). The reagents and catalysts are C1=CC=C(C=C1)P([C-]2C=CC=C2)C3=CC=CC=C3.C1=CC=C(C=C1)P([C-]2C=CC=C2)C3=CC=CC=C3.Cl[Pd]Cl.[Fe+2] ([1,1′-bis(diphenylphosphino)-ferrocene]dichloropalladium(II)), C1(=CC=CC=C1)P([C-]1C=CC=C1)C1=CC=CC=C1.[C-]1(C=CC=C1)P(C1=CC=CC=C1)C1=CC=CC=C1.[Fe+2] (1,1′-bis-(diphenylphosphino)ferrocene). Solvent: C(C)(=O)OCC (ethyl acetate). Run at temperature 80 celsius, time 8 hour. The product is OCCOC1=CC=C(C=C1)C1=C(C=C(C=C1)C(=O)OCC)C (Ethyl 4′-(2-hydroxyethoxy)-2-methylbiphenyl-4-carboxylate). RXN SMILES: CC1(C)C(C)(C)OB([C:9]2[CH:18]=[CH:17][C:12]([O:13][CH2:14][CH2:15][OH:16])=[CH:11][CH:10]=2)O1.C([C:22]1[C:30]([CH3:31])=[C:29](Br)[CH:28]=[CH:27][C:23]=1[C:24]([OH:26])=[O:25])C.P([O-])([O-])([O-])=O.[K+].[K+].[K+].O.O1CCO[CH2:44][CH2:43]1>C1C=CC(P(C2C=CC=CC=2)[C-]2C=CC=C2)=CC=1.C1C=CC(P(C2C=CC=CC=2)[C-]2C=CC=C2)=CC=1.Cl[Pd]Cl.[Fe+2].C1(P(C2C=CC=CC=2)[C-]2C=CC=C2)C=CC=CC=1.[C-]1(P(C2C=CC=CC=2)C2C=CC=CC=2)C=CC=C1.[Fe+2].C(OCC)(=O)C>[OH:16][CH2:15][CH2:14][O:13][C:12]1[CH:11]=[CH:10][C:9]([C:29]2[CH:28]=[CH:27][C:23]([C:24]([O:26][CH2:43][CH3:44])=[O:25])=[CH:22][C:30]=2[CH3:31])=[CH:18][CH:17]=1 |f:2.3.4.5,8.9.10.11,12.13.14|. Procedure: A mixture of 2-[4-(4,4,5,5-tetramethyl-1,3,2-dioxaborolan-2-yl)phenoxy]ethanol (0.2 g), ethyl 4-bromo-3-methyl-benzoic acid (0.276 g), [1,1′-bis(diphenylphosphino)-ferrocene]dichloropalladium(II) (0.017 g), [1,1′-bis-(diphenylphosphino)ferrocene] (0.013 g) and tripotassium phosphate (0.643 g) in 1,4-dioxane (5 mL) was stirred at 80° C. overnight under an atmosphere of argon. Water and ethyl acetate were added to the reaction mixture. The organic layer was separated, washed with water and brine, ... The reactants are O=C(OOC(=O)c1ccccc1)c1ccccc1, ClC(Cl)(Cl)Cl, Cc1ccnc(Cl)n1, O=C1CCC(=O)N1Cl. Yields the product ClCc1ccnc(Cl)n1. As a reaction SMILES: [C:17]([O:18][O:19][C:20](=[O:21])[c:22]1[cH:23][cH:24][cH:25][cH:26][cH:27]1)(=[O:28])[c:29]1[cH:30][cH:31][cH:32][cH:33][cH:34]1.[C:35]([Cl:36])([Cl:37])([Cl:38])[Cl:39].[Cl:1][c:2]1[n:3][cH:4][cH:5][c:6]([CH3:8])[n:7]1.[Cl:9][N:10]1[C:11](=[O:12])[CH2:13][CH2:14][C:15]1=[O:16]>>[Cl:1][c:2]1[n:3][cH:4][cH:5][c:6]([CH2:8][Cl:9])[n:7]1. Reactants: C(CCCCCCCCCCCCCCC)(=O)O (palmitic acid), C(O)CN (ethanolamine). The reagents and catalysts are CCCC[O-].CCCC[O-].CCCC[O-].CCCC[O-].[Ti+4] (titanium tetrabutylate). Yields the product C(CCCCCCCCCCCCCC)C=1OCCN1 (2-pentadecyl-2-oxazoline). RXN SMILES: [C:1]([OH:18])(=O)[CH2:2][CH2:3][CH2:4][CH2:5][CH2:6][CH2:7][CH2:8][CH2:9][CH2:10][CH2:11][CH2:12][CH2:13][CH2:14][CH2:15][CH3:16].[CH2:19]([CH2:21][NH2:22])O>CCCC[O-].CCCC[O-].CCCC[O-].CCCC[O-].[Ti+4]>[CH2:2]([C:1]1[O:18][CH2:19][CH2:21][N:22]=1)[CH2:3][CH2:4][CH2:5][CH2:6][CH2:7][CH2:8][CH2:9][CH2:10][CH2:11][CH2:12][CH2:13][CH2:14][CH2:15][CH3:16] |f:2.3.4.5.6|. Procedure: Following the procedure described in Example 2, palmitic acid was reacted with ethanolamine in the presence of titanium tetrabutylate to form 2-pentadecyl-2-oxazoline. The quantities used were as follows: